Dataset: the Open Reaction Database (ORD), a public repository of structured organic reaction records. Task: describe an organic reaction: reactants, conditions, products, and yield The reactants are ClC=1C=C(C=C(C1OC=1SC2=C(N1)C=CC(=C2)Cl)Cl)N (3,5-Dichloro-4-(6-chloro-benzothiazol-2-yloxy)-phenylamine), C(C)(=O)C1=CC=C(C=C1)S(=O)(=O)Cl (4-acetyl-benzenesulfonyl chloride). The product is C(C)(=O)C1=CC=C(C=C1)S(=O)(=O)NC1=CC(=C(C(=C1)Cl)OC=1SC2=C(N1)C=CC(=C2)Cl)Cl (4-Acetyl-N-[3,5-dichloro-4-(6-chloro-benzothiazol-2-yloxy)-phenyl]-benzenesulfonamide). RXN SMILES: [Cl:1][C:2]1[CH:3]=[C:4]([NH2:20])[CH:5]=[C:6]([Cl:19])[C:7]=1[O:8][C:9]1[S:10][C:11]2[CH:17]=[C:16]([Cl:18])[CH:15]=[CH:14][C:12]=2[N:13]=1.[C:21]([C:24]1[CH:29]=[CH:28][C:27]([S:30](Cl)(=[O:32])=[O:31])=[CH:26][CH:25]=1)(=[O:23])[CH3:22]>>[C:21]([C:24]1[CH:25]=[CH:26][C:27]([S:30]([NH:20][C:4]2[CH:3]=[C:2]([Cl:1])[C:7]([O:8][C:9]3[S:10][C:11]4[CH:17]=[C:16]([Cl:18])[CH:15]=[CH:14][C:12]=4[N:13]=3)=[C:6]([Cl:19])[CH:5]=2)(=[O:32])=[O:31])=[CH:28][CH:29]=1)(=[O:23])[CH3:22]. Reported procedure: 4-Acetyl-N-[3,5-dichloro-4-(6-chloro-benzothiazol-2-yloxy)-phenyl]-benzenesulfonamide was synthesized (36%) from 3,5-dichloro-4-(6-chloro-benzothiazol-2-yloxy)-phenylamine (420) and 4-acetyl-benzenesulfonyl chloride (Fluka) in a similar manner as described in Examples 70-91.